Dataset: the Open Reaction Database (ORD), a public repository of structured organic reaction records. Task: describe an organic reaction: reactants, conditions, products, and yield Reactants: C1(CCCC1)NC=1C=C(C=C2C=C(NC12)C=1SC[C@H](N1)CCI)CS(=O)(=O)C (Cyclopentyl-{2-[(R)-4-(2-iodo-ethyl)-4,5-dihydro-thiazol-2-yl]-5-methanesulfonylmethyl-1H-indol-7-yl}-amine), N1CCOCC1 (Morpholine). Solvent: CN(C=O)C (N,N-dimethylformamide). Reaction conditions: time 8 hour. Yields the product C1(CCCC1)NC=1C=C(C=C2C=C(NC12)C=1SC[C@H](N1)CCN1CCOCC1)CS(=O)(=O)C (Cyclopentyl-{5-methanesulfonylmethyl-2-[(R)-4-(2-morpholin-4-yl-ethyl)-4,5-dihydro-thiazol-2-yl]-1H-indol-7-yl}-amine). The yield is 63.0%. RXN SMILES: [CH:1]1([NH:6][C:7]2[CH:8]=[C:9]([CH2:24][S:25]([CH3:28])(=[O:27])=[O:26])[CH:10]=[C:11]3[C:15]=2[NH:14][C:13]([C:16]2[S:17][CH2:18][C@@H:19]([CH2:21][CH2:22]I)[N:20]=2)=[CH:12]3)[CH2:5][CH2:4][CH2:3][CH2:2]1.[NH:29]1[CH2:34][CH2:33][O:32][CH2:31][CH2:30]1>CN(C)C=O>[CH:1]1([NH:6][C:7]2[CH:8]=[C:9]([CH2:24][S:25]([CH3:28])(=[O:27])=[O:26])[CH:10]=[C:11]3[C:15]=2[NH:14][C:13]([C:16]2[S:17][CH2:18][C@@H:19]([CH2:21][CH2:22][N:29]4[CH2:34][CH2:33][O:32][CH2:31][CH2:30]4)[N:20]=2)=[CH:12]3)[CH2:5][CH2:4][CH2:3][CH2:2]1. Procedure: Cyclopentyl-{2-[(R)-4-(2-iodo-ethyl)-4,5-dihydro-thiazol-2-yl]-5-methanesulfonylmethyl-1H-indol-7-yl}-amine (116 mg, 0.22 mmol) prepared in Step A was dissolved in N,N-dimethylformamide (4 mL). Morpholine (57 mg, 0.66 mmol) was added thereto, and the mixture was stirred for 8 h at room temperature. The reaction was quenched by water, and the reaction mixture was extracted with ethyl acetate. The extract was dried over anhydrous magnesium sulfate. The solvent was removed under reduced pressure, a... The reactants are CCO, O=[N+]([O-])c1ccc2nc(-c3ccc4c(c3)OCO4)ncc2c1. The product is Nc1ccc2nc(-c3ccc4c(c3)OCO4)ncc2c1. Reaction SMILES: [CH3:23][CH2:24][OH:25].[N+:1]([O-:2])(=[O:3])[c:4]1[cH:5][c:6]2[cH:7][n:8][c:9](-[c:14]3[cH:15][c:16]4[c:17]([cH:21][cH:22]3)[O:18][CH2:19][O:20]4)[n:10][c:11]2[cH:12][cH:13]1>>[NH2:1][c:4]1[cH:5][c:6]2[cH:7][n:8][c:9](-[c:14]3[cH:15][c:16]4[c:17]([cH:21][cH:22]3)[O:18][CH2:19][O:20]4)[n:10][c:11]2[cH:12][cH:13]1. Product: CC(Oc1cccc2ncnc(Nc3ccc4c(cnn4Cc4cscn4)c3)c12)C(=O)NCCO. RXN SMILES: [NH2:34][CH2:35][CH2:36][OH:37].[s:1]1[cH:2][n:3][c:4]([CH2:6][n:7]2[n:8][cH:9][c:10]3[cH:11][c:12]([NH:16][c:17]4[n:18][cH:19][n:20][c:21]5[cH:22][cH:23][cH:24][c:25]([O:27][CH:28]([C:29](=[O:30])[O:31][CH3:32])[CH3:33])[c:26]45)[cH:13][cH:14][c:15]23)[cH:5]1>>[s:1]1[cH:2][n:3][c:4]([CH2:6][n:7]2[n:8][cH:9][c:10]3[cH:11][c:12]([NH:16][c:17]4[n:18][cH:19][n:20][c:21]5[cH:22][cH:23][cH:24][c:25]([O:27][CH:28]([C:29](=[O:30])[NH:34][CH2:35][CH2:36][OH:37])[CH3:33])[c:26]45)[cH:13][cH:14][c:15]23)[cH:5]1. Reactants: NCCO, COC(=O)C(C)Oc1cccc2ncnc(Nc3ccc4c(cnn4Cc4cscn4)c3)c12. Starting materials: CC(=O)OC(C)=O, ClC(Cl)Cl, CC(C)OC(C)C, Nc1ccc(N2C(=O)CCCC2c2ccc(Cl)c(Cl)c2)cc1, c1ccncc1. The product is CC(=O)Nc1ccc(N2C(=O)CCCC2c2ccc(Cl)c(Cl)c2)cc1. RXN SMILES: [CH3:23][C:24](=[O:25])[O:26][C:27](=[O:28])[CH3:29].[CH:36]([Cl:37])([Cl:38])[Cl:39].[CH:40]([O:41][CH:42]([CH3:43])[CH3:44])([CH3:45])[CH3:46].[NH2:1][c:2]1[cH:3][cH:4][c:5]([N:8]2[C:9](=[O:22])[CH2:10][CH2:11][CH2:12][CH:13]2[c:14]2[cH:15][c:16]([Cl:21])[c:17]([Cl:20])[cH:18][cH:19]2)[cH:6][cH:7]1.[cH:30]1[cH:31][cH:32][n:33][cH:34][cH:35]1>>[NH:1]([c:2]1[cH:3][cH:4][c:5]([N:8]2[C:9](=[O:22])[CH2:10][CH2:11][CH2:12][CH:13]2[c:14]2[cH:15][c:16]([Cl:21])[c:17]([Cl:20])[cH:18][cH:19]2)[cH:6][cH:7]1)[C:24]([CH3:23])=[O:25]. Reactants: C(C)(C)(C)OC(=O)N1CCC(CC1)CCC(/C=C/C1=CC2=CN=C3C=CC=C(S1)N32)=O ((E)-5-[1-(tert-butoxycarbonyl)-piperidin-4-yl]-1-(5-thia-1,8b-diazaacenaphthylen-4-yl)-1-penten-3-one), Cl (hydrochloric acid). Solvent: C(C)O (ethanol). Run at time 15 minute. Product: Cl.Cl.N1CCC(CC1)CCC(/C=C/C1=CC2=CN=C3C=CC=C(S1)N32)=O ((E)-5-(piperidin-4-yl)-1-(5-thia-1,8b-diazaacenaphthylen-4-yl)-1-penten-3-one dihydrochloride). RXN SMILES: C(OC([N:8]1[CH2:13][CH2:12][CH:11]([CH2:14][CH2:15][C:16](=[O:31])/[CH:17]=[CH:18]/[C:19]2[S:29][C:28]3[N:30]4[C:21](=[CH:22][N:23]=[C:24]4[CH:25]=[CH:26][CH:27]=3)[CH:20]=2)[CH2:10][CH2:9]1)=O)(C)(C)C.[ClH:32]>C(O)C>[ClH:32].[ClH:32].[NH:8]1[CH2:13][CH2:12][CH:11]([CH2:14][CH2:15][C:16](=[O:31])/[CH:17]=[CH:18]/[C:19]2[S:29][C:28]3[N:30]4[C:21](=[CH:22][N:23]=[C:24]4[CH:25]=[CH:26][CH:27]=3)[CH:20]=2)[CH2:10][CH2:9]1 |f:3.4.5|. Reported procedure: To the above crude (E)-5-[1-(tert-butoxycarbonyl)-piperidin-4-yl]-1-(5-thia-1,8b-diazaacenaphthylen-4-yl)-1-penten-3-one was added 5 ml of concentrated hydrochloric acid and the mixture was stirred at room temperature for 15 minutes. To this reaction mixture was added ethanol, followed by stirring, and the resulting precipitate was recovered by filtration and rinsed serially with ethanol and diethyl ether to provide the title compound. Reactants: N1=C(N)N=C(N)N=C1N (melamine), C=O (formaldehyde), [OH-].[Na+] (sodium hydroxide), 4,4',4"-trimethoxytriphenylamine, aqueous solution, C(C)(C)C1=C(C2=CC=CC=C2C=C1)C(C)C (diisopropylnaphthalene), 2-anilino-3-methyl-6-di-n-butylaminofluoran, poly(vinylbenzenesulfonic acid). Solvent: O (water), [Na] (sodium), O (water), [Na] (sodium), poly(vinylbenzenesulfonic acid). Conditions: temperature 60 celsius. Product: C=O.N1=C(N)N=C(N)N=C1N (melamine-formaldehyde). As a reaction SMILES: [OH-:1].[Na+].C(C1C=CC2C(=CC=CC=2)C=1C(C)C)(C)C.[N:19]1[C:26]([NH2:27])=[N:25][C:23]([NH2:24])=[N:22][C:20]=1[NH2:21].[CH2:28]=O>O.[Na]>[CH2:28]=[O:1].[N:19]1[C:26]([NH2:27])=[N:25][C:23]([NH2:24])=[N:22][C:20]=1[NH2:21] |f:0.1,7.8,^1:30|. Procedure: In 95 parts of water was dissolved 5 parts of a partial sodium salt of poly(vinylbenzenesulfonic acid) (VERSA, TL500; manufactured by National Starch Co.). Aqueous sodium hydroxide solution was added thereto to adjust the pH to 4.0. 100 Parts of diisopropylnaphthalene containing dissolved therein 6.8% 2-anilino-3-methyl-6-di-n-butylaminofluoran as an electron-donating achromatic dye and 15% 4,4',4"-trimethoxytriphenylamine as the compound characteristic of the present invention was emulsified in...